Dataset: the Open Reaction Database (ORD), a public repository of structured organic reaction records. Task: describe an organic reaction: reactants, conditions, products, and yield Reactants: CCOC(=O)CBr, O=C([O-])[O-], Cc1cc(O)ccc1NC(=O)OC(C)(C)C, [Cs+], [Cs+], CN(C)C=O. The product is CCOC(=O)COc1ccc(NC(=O)OC(C)(C)C)c(C)c1. Reaction SMILES: [Br:23][CH2:24][C:25](=[O:26])[O:27][CH2:28][CH3:29].[C:17](=[O:18])([O-:19])[O-:20].[CH3:1][C:2]([CH3:3])([O:4][C:5](=[O:6])[NH:7][c:8]1[c:9]([CH3:15])[cH:10][c:11]([OH:14])[cH:12][cH:13]1)[CH3:16].[Cs+:21].[Cs+:22].[O:30]=[CH:31][N:32]([CH3:33])[CH3:34]>>[CH3:1][C:2]([CH3:3])([O:4][C:5](=[O:6])[NH:7][c:8]1[c:9]([CH3:15])[cH:10][c:11]([O:14][CH2:24][C:25](=[O:26])[O:27][CH2:28][CH3:29])[cH:12][cH:13]1)[CH3:16]. Reactants: FC1=C(C=CC(=C1)O)C(C(=O)OC)C (methyl 2-(2-fluoro-4-hydroxyphenyl)propionate), C([O-])([O-])=O.[K+].[K+] (potassium carbonate), BrC1CCCC1 (bromocyclopentane). The solvent is CN(C)C=O (DMF). Conditions: temperature 60 celsius, time 5 hour. Yields the product C1(CCCC1)OC1=CC(=C(C=C1)C(C(=O)O)C)F (2-[4-(cyclopentyloxy)-2-fluorophenyl]-propionic acid). Yield: 88.8%. Reaction SMILES: [F:1][C:2]1[CH:7]=[C:6]([OH:8])[CH:5]=[CH:4][C:3]=1[CH:9]([CH3:14])[C:10]([O:12]C)=[O:11].C(=O)([O-])[O-].[K+].[K+].Br[CH:22]1[CH2:26][CH2:25][CH2:24][CH2:23]1>CN(C=O)C>[CH:22]1([O:8][C:6]2[CH:5]=[CH:4][C:3]([CH:9]([CH3:14])[C:10]([OH:12])=[O:11])=[C:2]([F:1])[CH:7]=2)[CH2:26][CH2:25][CH2:24][CH2:23]1 |f:1.2.3|. Reported procedure: To a solution of compound (8) (0.50 g, 2.5 mmol) in dry DMF (5 mL), potassium carbonate (1.2 g, 8.8 mmol), and bromocyclopentane (0.32 g, 3.0 mmol) were added and stirred at 60° C. for 5 hours. The reaction mixture was filtered and the filtrate was concentrated under reduced pressure. The residue was extracted with ethyl acetate (300 mL) followed by washing with water and drying (over sodium sulfate). The solvent was distilled off, and the residue was dissolved in dichloromethane and washed with... The reactants are C(C)(=O)O[BH-](OC(C)=O)OC(C)=O.[Na+] (Sodium triacetoxyborohydride), NC[C@@H]1CN(C[C@@H]1O)CCN1C(C=CC2=CC=C(C=C12)F)=O (1-{2-[(3R,4R)-3-(aminomethyl)-4-hydroxy-1-pyrrolidinyl]ethyl}-7-fluoro-2(1H)-quinolinone), O=C1NC2=C(SC1)C=CC(=N2)C=O (3-oxo-3,4-dihydro-2H-pyrido[3,2-b][1,4]thiazine-6-carboxaldehyde), Cl (HCl), Example 7(d), C1(=C(C(=C(C(=C1F)F)F)N)F)N.Cl.Cl (dihydrochloride). Run in CO (methanol), C(Cl)Cl (DCM), CCOCC (Et2O). Conditions: time 8 hour. Product: Cl.Cl.FC1=CC=C2C=CC(N(C2=C1)CCN1C[C@H]([C@H](C1)O)CNCC=1C=CC=2SCC(NC2N1)=O)=O (6-{[({(3R,4R)-1-[2-(7-fluoro-2-oxo-1(2H)-quinolinyl)ethyl]-4-hydroxy-3-pyrrolidinyl}methyl)amino]methyl}-2H-pyrido[3,2-b][1,4]thiazin-3(4H)-one Dihydrochloride). RXN SMILES: [NH2:1][CH2:2][C@H:3]1[C@@H:7]([OH:8])[CH2:6][N:5]([CH2:9][CH2:10][N:11]2[C:20]3[C:15](=[CH:16][CH:17]=[C:18]([F:21])[CH:19]=3)[CH:14]=[CH:13][C:12]2=[O:22])[CH2:4]1.[O:23]=[C:24]1[CH2:29][S:28][C:27]2[CH:30]=[CH:31][C:32]([CH:34]=O)=[N:33][C:26]=2[NH:25]1.C(O[BH-](OC(=O)C)OC(=O)C)(=O)C.[Na+].[ClH:50].C1(N)C(F)=C(F)C(F)=C(N)C=1F.Cl.Cl>CO.C(Cl)Cl.CCOCC>[ClH:50].[ClH:50].[F:21][C:18]1[CH:19]=[C:20]2[C:15]([CH:14]=[CH:13][C:12](=[O:22])[N:11]2[CH2:10][CH2:9][N:5]2[CH2:6][C@H:7]([OH:8])[C@H:3]([CH2:2][NH:1][CH2:34][C:32]3[CH:31]=[CH:30][C:27]4[S:28][CH2:29][C:24](=[O:23])[NH:25][C:26]=4[N:33]=3)[CH2:4]2)=[CH:16][CH:17]=1 |f:2.3,5.6.7,11.12.13|. Reported procedure: A solution of 1-{2-[(3R,4R)-3-(aminomethyl)-4-hydroxy-1-pyrrolidinyl]ethyl}-7-fluoro-2(1H)-quinolinone (90 mg; 0.3 mmol) and 3-oxo-3,4-dihydro-2H-pyrido[3,2-b][1,4]thiazine-6-carboxaldehyde (for a synthesis, see WO2004058144, Example 7(d) (60 mg, 0.3 mmol) in methanol (2 mL), DCM (4 mL) was stirred at room temperature overnight. Sodium triacetoxyborohydride (0.127 g; 0.6 mmol) was added and the mixture was stirred at room temperature for 1 hour. The reaction was evaporated and chromatographed on... Starting materials: B, CO, O=C(O)c1cc(-c2ccc(Cl)cc2)oc1C(F)(F)F, C1CCOC1. Yields the product OCc1cc(-c2ccc(Cl)cc2)oc1C(F)(F)F. As a reaction SMILES: [BH3:20].[CH3:21][OH:22].[Cl:1][c:2]1[cH:3][cH:4][c:5](-[c:8]2[cH:9][c:10]([C:17](=[O:18])[OH:19])[c:11]([C:13]([F:14])([F:15])[F:16])[o:12]2)[cH:6][cH:7]1.[O:23]1[CH2:24][CH2:25][CH2:26][CH2:27]1>>[Cl:1][c:2]1[cH:3][cH:4][c:5](-[c:8]2[cH:9][c:10]([CH2:17][OH:18])[c:11]([C:13]([F:14])([F:15])[F:16])[o:12]2)[cH:6][cH:7]1. Starting materials: O=C(CC#N)C (3-Oxo-butyronitrile), CN(C)C(OC)OC (DMF-DMA). Product: CN(C)\C=C(/C#N)\C(C)=O ((E)-2-[(dimethylamino)-methylene]-3-oxobutanenitrile). Reaction SMILES: [O:1]=[C:2]([CH3:6])[CH2:3][C:4]#[N:5].[CH3:7][N:8]([CH:10](OC)OC)[CH3:9]>>[CH3:9][N:8](/[CH:10]=[C:3](/[C:2](=[O:1])[CH3:6])\[C:4]#[N:5])[CH3:7]. Procedure: 3-Oxo-butyronitrile (113 g, 1.36 mol) and DMF-DMA (215 g, 1.81 mol) were heated to 80° C. for two hours. The solvents were then removed under vacuum to yield a solid. The solid was partitioned between ethyl acetate (1.5 L) and saturated sodium bicarbonate solution (1 L). The layers were separated and the aqueous layer was extracted with ethyl acetate (1.5 L). The organic layers were combined and the solvent removed under vacuum to yield the title compound as a solid. Starting materials: [C-]#N, O=C(O)C(=O)c1cccnc1Cl, Cl. Yields the product COC(=O)C(=O)c1cccnc1Cl. As a reaction SMILES: [C-:1]#[N:2].[Cl:3][c:4]1[n:5][cH:6][cH:7][cH:8][c:9]1[C:10]([C:11](=[O:12])[OH:13])=[O:14].[ClH:15]>>[CH3:1][O:13][C:11]([C:10]([c:9]1[c:4]([Cl:3])[n:5][cH:6][cH:7][cH:8]1)=[O:14])=[O:12]. Reactants: CCO, O=C(O)Cc1cccc([N+](=O)[O-])c1. Yields the product Nc1cccc(CC(=O)O)c1. Reaction SMILES: [CH3:14][CH2:15][OH:16].[N+:1]([O-:2])(=[O:3])[c:4]1[cH:5][c:6]([CH2:10][C:11](=[O:12])[OH:13])[cH:7][cH:8][cH:9]1>>[NH2:1][c:4]1[cH:5][c:6]([CH2:10][C:11](=[O:12])[OH:13])[cH:7][cH:8][cH:9]1. Starting materials: Cc1ccccc1, CCOC(=O)C1CCN(c2nc(COc3ccc(CO)cc3OC)c(C)s2)CC1, O=S(Cl)Cl. Yields the product CCOC(=O)C1CCN(c2nc(COc3ccc(CCl)cc3OC)c(C)s2)CC1. As a reaction SMILES: [CH3:34][c:35]1[cH:36][cH:37][cH:38][cH:39][cH:40]1.[OH:1][CH2:2][c:3]1[cH:4][c:5]([O:28][CH3:29])[c:6]([O:7][CH2:8][c:9]2[n:10][c:11]([N:15]3[CH2:16][CH2:17][CH:18]([C:21](=[O:22])[O:23][CH2:24][CH3:25])[CH2:19][CH2:20]3)[s:12][c:13]2[CH3:14])[cH:26][cH:27]1.[S:30]([Cl:31])([Cl:32])=[O:33]>>[CH2:2]([c:3]1[cH:4][c:5]([O:28][CH3:29])[c:6]([O:7][CH2:8][c:9]2[n:10][c:11]([N:15]3[CH2:16][CH2:17][CH:18]([C:21](=[O:22])[O:23][CH2:24][CH3:25])[CH2:19][CH2:20]3)[s:12][c:13]2[CH3:14])[cH:26][cH:27]1)[Cl:32].